This data is from the Open Reaction Database (ORD), a public repository of structured organic reaction records. The task is: describe an organic reaction: reactants, conditions, products, and yield Starting materials: C1(C=2C(C(=O)O1)=CC=CC2)=O (Phthalic anhydride), NC1CCN(CC1)CCC1=CNC2=CC=CC=C12 (4-amino-1-[2-(indol-3-yl)ethyl]piperidine). The solvent is C(Cl)(Cl)Cl (chloroform), C(C)(=O)O (acetic acid). Run at time 8 hour. The product is N (ammonia), N1C=C(C2=CC=CC=C12)CCN1CCC(CC1)N1C(C2=CC=CC=C2C1=O)=O (2-(1-[2-(Indol-3-yl)ethyl]piperid-4-yl)-1H-isoindol-1,3-(2H)-dione). Reaction SMILES: [C:1]1(=[O:11])[O:6][C:4](=O)[C:3]2=[CH:7][CH:8]=[CH:9][CH:10]=[C:2]12.[NH2:12][CH:13]1[CH2:18][CH2:17][N:16]([CH2:19][CH2:20][C:21]2[C:29]3[C:24](=[CH:25][CH:26]=[CH:27][CH:28]=3)[NH:23][CH:22]=2)[CH2:15][CH2:14]1>C(Cl)(Cl)Cl.C(O)(=O)C>[NH3:12].[NH:23]1[C:24]2[C:29](=[CH:28][CH:27]=[CH:26][CH:25]=2)[C:21]([CH2:20][CH2:19][N:16]2[CH2:15][CH2:14][CH:13]([N:12]3[C:1](=[O:11])[C:2]4[C:3](=[CH:7][CH:8]=[CH:9][CH:10]=4)[C:4]3=[O:6])[CH2:18][CH2:17]2)=[CH:22]1. Reported procedure: Phthalic anhydride (2.96 g, 0.02 mol, finely ground) and 4-amino-1-[2-(indol-3-yl)ethyl]piperidine (4.86 g, 0.02 mol) were suspended in chloroform (40 cm3) and the suspension stirred at room temperature overnight. The solvent was then evaporated and acetic anhydride (40 cm3) added to the residue. This mixture was heated on a steam bath for 2 hours then the solvent removed in vacuo to give a glassy solid which was dissolved in very dilute aqueous acetic acid. Basification of the solution with 0.8... Reactants: COCCO (2-methoxyethanol), [H-].[Na+] (sodium hydride), ClC=1C=C(C(=O)NC=2SC3=C(N2)C(=CC=C3N3CCOCC3)OC)C=CN1 (2-chloro-N-(4-methoxy-7-morpholin-4-yl-benzothiazol-2-yl)-isonicotinamide). The solvent is C(C)(=O)OCC (ethyl acetate), O1CCOCC1 (dioxane). Conditions: temperature 115 celsius, time 10 minute. The product is COCCOC=1C=C(C(=O)NC=2SC3=C(N2)C(=CC=C3N3CCOCC3)OC)C=CN1 (2-(2-methoxy-ethoxy)-N-(4-methoxy-7-morpholin-4-yl-benzothiazol-2-yl)-isonicotinamide). The yield is 50.0%. RXN SMILES: [CH3:1][O:2][CH2:3][CH2:4][OH:5].[H-].[Na+].Cl[C:9]1[CH:10]=[C:11]([CH:32]=[CH:33][N:34]=1)[C:12]([NH:14][C:15]1[S:16][C:17]2[C:23]([N:24]3[CH2:29][CH2:28][O:27][CH2:26][CH2:25]3)=[CH:22][CH:21]=[C:20]([O:30][CH3:31])[C:18]=2[N:19]=1)=[O:13]>O1CCOCC1.C(OCC)(=O)C>[CH3:1][O:2][CH2:3][CH2:4][O:5][C:9]1[CH:10]=[C:11]([CH:32]=[CH:33][N:34]=1)[C:12]([NH:14][C:15]1[S:16][C:17]2[C:23]([N:24]3[CH2:25][CH2:26][O:27][CH2:28][CH2:29]3)=[CH:22][CH:21]=[C:20]([O:30][CH3:31])[C:18]=2[N:19]=1)=[O:13] |f:1.2|. Procedure: To a stirred solution of 0.058 ml (0.74 mmol) 2-methoxyethanol in 2 ml dioxane at room temperature was added 49 mg (1.24 mmol) sodium hydride (60% dispersion in mineral oil) and stirring continued for 10 minutes. 200 mg (0.49 mmol) 2-chloro-N-(4-methoxy-7-morpholin-4-yl-benzothiazol-2-yl)-isonicotinamide was then added and the mixture heated at 115° C. for 16 h. The reaction mixture was then cooled to room temperature, diluted with ethyl acetate, and washed sequentially with 1 M hydrochloric aci... The reactants are COC(C)(C)OC, CC(=O)O, Cc1ccccc1, Cc1nc(N2CC(N)(C(N)=O)C2)n2nc(-c3ccccc3Cl)c(-c3ccc(Cl)cc3)c2n1. The product is Cc1nc(N2CC3(C2)NC(C)(C)NC3=O)n2nc(-c3ccccc3Cl)c(-c3ccc(Cl)cc3)c2n1. Reaction SMILES: [CH3:33][O:34][C:35]([CH3:36])([CH3:37])[O:38][CH3:39].[CH3:40][C:41](=[O:42])[OH:43].[CH3:44][c:45]1[cH:46][cH:47][cH:48][cH:49][cH:50]1.[NH2:1][C:2]1([C:30](=[O:31])[NH2:32])[CH2:3][N:4]([c:6]2[n:7][c:8]([CH3:29])[n:9][c:10]3[n:11]2[n:12][c:13](-[c:22]2[c:23]([Cl:28])[cH:24][cH:25][cH:26][cH:27]2)[c:14]3-[c:15]2[cH:16][cH:17][c:18]([Cl:21])[cH:19][cH:20]2)[CH2:5]1>>[NH:1]1[C:2]2([CH2:3][N:4]([c:6]3[n:7][c:8]([CH3:29])[n:9][c:10]4[n:11]3[n:12][c:13](-[c:22]3[c:23]([Cl:28])[cH:24][cH:25][cH:26][cH:27]3)[c:14]4-[c:15]3[cH:16][cH:17][c:18]([Cl:21])[cH:19][cH:20]3)[CH2:5]2)[C:30](=[O:31])[NH:32][C:35]1([CH3:36])[CH3:37]. The reactants are O=S(=O)(O)Cl, Clc1ccccc1, CCc1cc(O)ccc1Cl. Product: CCc1cc(O)c(S(=O)(=O)O)cc1Cl. As a reaction SMILES: [Cl:11][S:12](=[O:13])(=[O:14])[OH:15].[Cl:16][c:17]1[cH:18][cH:19][cH:20][cH:21][cH:22]1.[Cl:1][c:2]1[c:3]([CH2:9][CH3:10])[cH:4][c:5]([OH:8])[cH:6][cH:7]1>>[Cl:1][c:2]1[c:3]([CH2:9][CH3:10])[cH:4][c:5]([OH:8])[c:6]([S:12](=[O:13])(=[O:14])[OH:15])[cH:7]1. The reactants are C(C)(=O)O (acetic acid), ClCC(=O)NC=1C=CC(=C(C1)NS(=O)(=O)C)OC1=CC=CC=C1 (N-(5-chloroacetylamino-2-phenoxyphenyl)methanesulfonamide), [N+](=O)(O)[O-] (nitric acid). Solvent: O (Water). Run at temperature 90 celsius. The product is ClCC(=O)NC=1C(=CC(=C(C1)NS(=O)(=O)C)OC1=CC=CC=C1)[N+](=O)[O-] (N-(5-chloroacetylamino-4-nitro-2-phenoxyphenyl)methanesulfonamide). The yield is 59.0%. RXN SMILES: C(O)(=O)C.[Cl:5][CH2:6][C:7]([NH:9][C:10]1[CH:11]=[CH:12][C:13]([O:21][C:22]2[CH:27]=[CH:26][CH:25]=[CH:24][CH:23]=2)=[C:14]([NH:16][S:17]([CH3:20])(=[O:19])=[O:18])[CH:15]=1)=[O:8].[N+:28]([O-])([OH:30])=[O:29]>O>[Cl:5][CH2:6][C:7]([NH:9][C:10]1[C:11]([N+:28]([O-:30])=[O:29])=[CH:12][C:13]([O:21][C:22]2[CH:27]=[CH:26][CH:25]=[CH:24][CH:23]=2)=[C:14]([NH:16][S:17]([CH3:20])(=[O:18])=[O:19])[CH:15]=1)=[O:8]. Reported procedure: To 71 ml of an acetic acid solution containing 14.0 g of N-(5-chloroacetylamino-2-phenoxyphenyl)methanesulfonamide was added 4.4 g of 60% nitric acid with heating at 90° C. with stirring, followed by stirring for 20 minutes. Water was added to the reaction solution of which temperature was allowed to return to room temperature. The precipitate was collected by filtration and recrystallized from ethanol-n-hexane to give 9.3 g of N-(5-chloroacetylamino-4-nitro-2-phenoxyphenyl)methanesulfonamide as...